This data is from the Open Reaction Database (ORD), a public repository of structured organic reaction records. The task is: describe an organic reaction: reactants, conditions, products, and yield As a reaction SMILES: [CH3:43][CH2:44][OH:45].[NH2:1][CH2:2][c:3]1[cH:4][c:5](-[c:9]2[cH:10][cH:11][c:12]([S:15](=[O:16])(=[O:17])[NH:18][CH:19]([CH:20]([CH3:21])[CH3:22])[C:23](=[O:24])[O:25][CH3:26])[cH:13][cH:14]2)[cH:6][cH:7][cH:8]1.[O:27]=[c:28]1[nH:29][c:30]([C:38](=[O:39])[O:40][CH2:41][CH3:42])[n:31][c:32]2[cH:33][cH:34][cH:35][cH:36][c:37]12>>[NH:1]([CH2:2][c:3]1[cH:4][c:5](-[c:9]2[cH:10][cH:11][c:12]([S:15](=[O:16])(=[O:17])[NH:18][CH:19]([CH:20]([CH3:21])[CH3:22])[C:23](=[O:24])[O:25][CH3:26])[cH:13][cH:14]2)[cH:6][cH:7][cH:8]1)[C:38]([c:30]1[nH:29][c:28](=[O:27])[c:37]2[c:32]([n:31]1)[cH:33][cH:34][cH:35][cH:36]2)=[O:39]. Product: COC(=O)C(NS(=O)(=O)c1ccc(-c2cccc(CNC(=O)c3nc4ccccc4c(=O)[nH]3)c2)cc1)C(C)C. The reactants are CCO, COC(=O)C(NS(=O)(=O)c1ccc(-c2cccc(CN)c2)cc1)C(C)C, CCOC(=O)c1nc2ccccc2c(=O)[nH]1. Starting materials: C(C1=CC=CC=C1)OCC=O (Benzyloxyacetaldehyde), [C-]#N.[Na+] (sodium cyanide), [Cl-].[NH4+] (ammonium chloride), C(CC)(=O)O (Propionic acid), C(CCl)Cl (EDC). Reagents/catalysts: CN(C)C=1C=CN=CC1 (DMAP). Run in O (Water), [OH-].[NH4+] (ammonium hydroxide). Reaction conditions: time 48 hour. Yields the product C(#N)C(COCC1=CC=CC=C1)NC(CC)=O (N-{1-cyano-2-[(phenylmethyl)oxy]ethyl}propanamide). The yield is 77.9%. As a reaction SMILES: [CH2:1]([O:8][CH2:9][CH:10]=O)[C:2]1[CH:7]=[CH:6][CH:5]=[CH:4][CH:3]=1.[C-:12]#[N:13].[Na+].[Cl-].[NH4+:16].[C:17]([OH:21])(=O)[CH2:18][CH3:19].C(Cl)CCl>[OH-].[NH4+].CN(C1C=CN=CC=1)C.O>[C:12]([CH:10]([NH:16][C:17](=[O:21])[CH2:18][CH3:19])[CH2:9][O:8][CH2:1][C:2]1[CH:3]=[CH:4][CH:5]=[CH:6][CH:7]=1)#[N:13] |f:1.2,3.4,7.8|. Reported procedure: Benzyloxyacetaldehyde (3.0 g, 20.0 mmol) was added dropwise to a stirred solution of sodium cyanide (1.22 g, 24.9 mmol) and ammonium chloride (1.58 g, 29.5 mmol) in 25% ammonium hydroxide (9.6 mL). The solution was stirred at RT for 48 h, then extracted with CH2Cl2 (40 mL). The organic extract was washed with brine, dried (Na2SO4) and filtered. Propionic acid (1.5 g, 20.0 mmol), EDC (5.7 g, 30.0 mmol) and DMAP (610 mg, 5 mmol) were added to the filtrate and the solution was stirred for 12 h at R...